Task: describe an organic reaction: reactants, conditions, products, and yield. Dataset: the Open Reaction Database (ORD), a public repository of structured organic reaction records The reactants are OC1=C(C=NC2=CC(=CC=C12)OC)C(=O)OCC (ethyl 4-hydroxy-7-methoxyquinoline-3-carboxylate), Cl (hydrochloric acid). Solvent: [OH-].[Na+].O (sodium hydroxide water). Product: OC1=C(C=NC2=CC(=CC=C12)OC)C(=O)O (4-hydroxy-7-methoxyquinoline-3-carboxylic acid). Isolated yield 98.8%. Reaction SMILES: [OH:1][C:2]1[C:11]2[C:6](=[CH:7][C:8]([O:12][CH3:13])=[CH:9][CH:10]=2)[N:5]=[CH:4][C:3]=1[C:14]([O:16]CC)=[O:15].Cl>[OH-].[Na+].O>[OH:1][C:2]1[C:11]2[C:6](=[CH:7][C:8]([O:12][CH3:13])=[CH:9][CH:10]=2)[N:5]=[CH:4][C:3]=1[C:14]([OH:16])=[O:15] |f:2.3.4|. Procedure details: A suspension of ethyl 4-hydroxy-7-methoxyquinoline-3-carboxylate (12.0 g, 48 mmol) in 10% sodium hydroxide/water (200 mL) was heated at reflux for 1.5 hr. The reaction mixture was allowed to cool to ambient temperature and then made acidic (pH=3) by the dropwise addition of concentrated hydrochloric acid. The resulting precipitate was isolated by filtration, washed twice with water and then dried overnight in a vacuum oven at 80° C. to provide 10.4 g of 4-hydroxy-7-methoxyquinoline-3-carboxylic ... Starting materials: FC=1C=C(C=CC1C)C1=C(C=CC=C1)S(NC(C)(C)C)(=O)=O (3-Fluoro-4-methyl-2'-(N-t-butylsulfamoyl)biphenyl), BrBr (bromine). The reagents and catalysts are [W] (tungsten). The solvent is C(Cl)(Cl)(Cl)Cl (CCl4), C(Cl)(Cl)(Cl)Cl (CCl4). Yields the product FC=1C=C(C=CC1CBr)C1=C(C=CC=C1)S(NC(C)(C)C)(=O)=O ([3-Fluoro-2'-(N-t-butylsulfamoyl)biphenyl-4-yl]methyl Bromide). Yield: 81.8%. Reaction SMILES: [F:1][C:2]1[CH:3]=[C:4]([C:9]2[CH:14]=[CH:13][CH:12]=[CH:11][C:10]=2[S:15](=[O:22])(=[O:21])[NH:16][C:17]([CH3:20])([CH3:19])[CH3:18])[CH:5]=[CH:6][C:7]=1[CH3:8].[Br:23]Br>C(Cl)(Cl)(Cl)Cl.[W]>[F:1][C:2]1[CH:3]=[C:4]([C:9]2[CH:14]=[CH:13][CH:12]=[CH:11][C:10]=2[S:15](=[O:22])(=[O:21])[NH:16][C:17]([CH3:19])([CH3:18])[CH3:20])[CH:5]=[CH:6][C:7]=1[CH2:8][Br:23]. Reported procedure: A solution of 1.08 g (3.36 mmol) of 3-fluoro-4-methyl-2'-(N-t-butylsulfamoyl)biphenyl (from Step A) in 20 mL of CCl4 was stirred at reflux under irradiation from a 100-watt tungsten lamp as a solution of 3.5 mmol of bromine in approximately 13 mL of CCl4 was added dropwise over 1.5 hour. After being stirred at reflux overnight, the solution was cooled and concentrated. The residue was crystallized from EtOAc-hexane to give 1.10 g of the title compound as an off-white solid, mp 138°-140° C. (esti... Reactants: [BH4-], CCOC(=O)c1cccc(C(=O)c2ccccc2)c1, CCO, [Na+]. Product: CCOC(=O)c1cccc(C(O)c2ccccc2)c1. Reaction SMILES: [BH4-:20].[C:1]([c:2]1[cH:3][cH:4][cH:5][cH:6][cH:7]1)(=[O:8])[c:9]1[cH:10][c:11]([C:12](=[O:13])[O:14][CH2:15][CH3:16])[cH:17][cH:18][cH:19]1.[CH3:22][CH2:23][OH:24].[Na+:21]>>[CH:1]([c:2]1[cH:3][cH:4][cH:5][cH:6][cH:7]1)([OH:8])[c:9]1[cH:10][c:11]([C:12](=[O:13])[O:14][CH2:15][CH3:16])[cH:17][cH:18][cH:19]1. The reactants are [OH-].[Na+] (sodium hydroxide), C(#N)C1=C(C(=CC(=C1)[C@]1(O)[C@H](OC(C)=O)[C@@H](OC(C)=O)[C@H](OC(C)=O)[C@H](O1)COC(C)=O)CC1=CC=C(C=C1)CC)C (1-cyano-3-(4-ethylbenzyl)-2-methyl-5-(2,3,4,6-tetra-O-acetyl-β-D-glucopyranos-1-yl)-benzene), Cl (hydrochloric acid). The solvent is CO (methanol), C1CCOC1 (THF). Conditions: time 1 hour. The product is C(#N)C1=C(C(=CC(=C1)[C@]1(O)[C@H](O)[C@@H](O)[C@H](O)[C@H](O1)CO)CC1=CC=C(C=C1)CC)C (1-Cyano-3-(4-ethylbenzyl)-5-(β-D-glucopyranos-1-yl)-2-methyl-benzene). As a reaction SMILES: [OH-].[Na+].[C:3]([C:5]1[CH:10]=[C:9]([C@:11]2([O:29][C@H:28]([CH2:30][O:31]C(=O)C)[C@@H:23]([O:24]C(=O)C)[C@H:18]([O:19]C(=O)C)[C@H:13]2[O:14]C(=O)C)[OH:12])[CH:8]=[C:7]([CH2:35][C:36]2[CH:41]=[CH:40][C:39]([CH2:42][CH3:43])=[CH:38][CH:37]=2)[C:6]=1[CH3:44])#[N:4].Cl>CO.C1COCC1>[C:3]([C:5]1[CH:10]=[C:9]([C@:11]2([O:29][C@H:28]([CH2:30][OH:31])[C@@H:23]([OH:24])[C@H:18]([OH:19])[C@H:13]2[OH:14])[OH:12])[CH:8]=[C:7]([CH2:35][C:36]2[CH:37]=[CH:38][C:39]([CH2:42][CH3:43])=[CH:40][CH:41]=2)[C:6]=1[CH3:44])#[N:4] |f:0.1|. Procedure: Aqueous sodium hydroxide solution (1.7 mL, 4 mol/L) is added to 1-cyano-3-(4-ethylbenzyl)-2-methyl-5-(2,3,4,6-tetra-O-acetyl-β-D-glucopyranos-1-yl)-benzene (0.85 g) dissolved in methanol (6 mL) and THF (3 mL). The solution is stirred at room temperature for 1 h and then neutralized with hydrochloric acid (1 mol/L). After removal of the organic solvents, the residue is diluted with aqueous sodium bicarbonate solution and the resulting mixture is extracted with ethyl acetate. The combined organic ... Starting materials: CCOC(=O)Cc1cc(N2CCN(C)CC2)ncc1[N+](=O)[O-], CO, [H][H]. Product: CCOC(=O)Cc1cc(N2CCN(C)CC2)ncc1N. As a reaction SMILES: [CH2:1]([CH3:2])[O:3][C:4]([CH2:5][c:6]1[cH:7][c:8]([N:15]2[CH2:16][CH2:17][N:18]([CH3:21])[CH2:19][CH2:20]2)[n:9][cH:10][c:11]1[N+:12]([O-:13])=[O:14])=[O:22].[CH3:25][OH:26].[H:23][H:24]>>[CH2:1]([CH3:2])[O:3][C:4]([CH2:5][c:6]1[cH:7][c:8]([N:15]2[CH2:16][CH2:17][N:18]([CH3:21])[CH2:19][CH2:20]2)[n:9][cH:10][c:11]1[NH2:12])=[O:22]. The reactants are NC1=C(N=C(S1)C1=CC=C(C=C1)C(C)(C)O)C(=O)N (5-Amino-2-[4-(1-hydroxy-1-methylethyl)phenyl]-1,3-thiazole-4-carboxamide), C([O-])([O-])=O.[K+].[K+] (potassium carbonate), C(C)(C)(CC)O (tert-amyl alcohol), ClC1=CC=C2C(=N1)CN(C2=O)C (2-chloro-6-methyl-6,7-dihydro-5H-pyrrolo[3,4-b]pyridin-5-one), CC(C)C1=CC(=C(C(=C1)C(C)C)C2=C(C=CC=C2)P(C3CCCCC3)C4CCCCC4)C(C)C (X-PHOS). The reagents and catalysts are C=1C=CC(=CC1)/C=C/C(=O)/C=C/C2=CC=CC=C2.C=1C=CC(=CC1)/C=C/C(=O)/C=C/C2=CC=CC=C2.C=1C=CC(=CC1)/C=C/C(=O)/C=C/C2=CC=CC=C2.[Pd].[Pd] (Pd2(dba)3). The product is OC(C)(C)C1=CC=C(C=C1)C=1SC(=C(N1)C(=O)N)NC1=CC=C2C(=N1)CN(C2=O)C (2-[4-(1-Hydroxy-1-methylethyl)phenyl]-5-[(6-methyl-5-oxo-6,7-dihydro-5H-pyrrolo[3,4-b]pyridin-2-yl)amino]-1,3-thiazole-4-carboxamide). RXN SMILES: [NH2:1][C:2]1[S:6][C:5]([C:7]2[CH:12]=[CH:11][C:10]([C:13]([OH:16])([CH3:15])[CH3:14])=[CH:9][CH:8]=2)=[N:4][C:3]=1[C:17]([NH2:19])=[O:18].Cl[C:21]1[N:26]=[C:25]2[CH2:27][N:28]([CH3:31])[C:29](=[O:30])[C:24]2=[CH:23][CH:22]=1.CC(C1C=C(C(C)C)C(C2C=CC=CC=2P(C2CCCCC2)C2CCCCC2)=C(C(C)C)C=1)C.C(=O)([O-])[O-].[K+].[K+].C(O)(CC)(C)C>C1C=CC(/C=C/C(/C=C/C2C=CC=CC=2)=O)=CC=1.C1C=CC(/C=C/C(/C=C/C2C=CC=CC=2)=O)=CC=1.C1C=CC(/C=C/C(/C=C/C2C=CC=CC=2)=O)=CC=1.[Pd].[Pd]>[OH:16][C:13]([C:10]1[CH:9]=[CH:8][C:7]([C:5]2[S:6][C:2]([NH:1][C:21]3[N:26]=[C:25]4[CH2:27][N:28]([CH3:31])[C:29](=[O:30])[C:24]4=[CH:23][CH:22]=3)=[C:3]([C:17]([NH2:19])=[O:18])[N:4]=2)=[CH:12][CH:11]=1)([CH3:15])[CH3:14] |f:3.4.5,7.8.9.10.11|. Reported procedure: The title compound was prepared as described in Example 8, Step 6 using 5-amino-2-[4-(1-hydroxy-1-methylethyl)phenyl]-1,3-thiazole-4-carboxamide (Example 5, Step 3) (150 mg, 0.54 mmol), 2-chloro-6-methyl-6,7-dihydro-5H-pyrrolo[3,4-b]pyridin-5-one (123 mg, 0.54 mmol), Pd2(dba)3 (30 mg, 0.032 mmol), X-PHOS (77 mg, 0.16 mmol), potassium carbonate (82 mg, 0.60 mmol), and tert-amyl alcohol (1.2 ml) as starting materials. 1H NMR (600 MHz, d6-DMSO) δ 11.63 (s, 1H), 7.87 (m, 3H), 7.82 (s, 1H), 7.71 (s, ... Reactants: IC(C(=O)OCC)CC(C(Br)(F)F)(F)F (ethyl 2-iodo-4,4,5,5-tetrafluoro-5-bromopentanoate), [N-]=[N+]=[N-].[Na+] (sodium azide), C(C)O (ethanol), resultant mixture, N(=[N+]=[N-])C(C(=O)[O-])CC(C(Br)(F)F)(F)F (2-azido-4,4,5,5-tetrafluoro-5-bromopentanoate). Solvent: O (water). Conditions: time 1 hour. The product is N(=[N+]=[N-])C(C(=O)OCC)CC(C(Br)(F)F)(F)F (ethyl 2-azido-4,4,5,5-tetrafluoro-5-bromopentanoate). Isolated yield 58.3%. Reaction SMILES: I[CH:2]([CH2:8][C:9]([F:15])([F:14])[C:10]([F:13])([F:12])[Br:11])[C:3]([O:5][CH2:6][CH3:7])=[O:4].[N-:16]=[N+:17]=[N-:18].[Na+].C(O)C.N(C(CC(F)(F)C(F)(F)Br)C([O-])=O)=[N+]=[N-]>O>[N:16]([CH:2]([CH2:8][C:9]([F:15])([F:14])[C:10]([F:13])([F:12])[Br:11])[C:3]([O:5][CH2:6][CH3:7])=[O:4])=[N+:17]=[N-:18] |f:1.2|. Reported procedure: Subsequently, 9.7 g (0.024 mol) of ethyl 2-iodo-4,4,5,5-tetrafluoro-5-bromopentanoate and 2.73 g (0.042 mol) of sodium azide were added to 40 ml of 80% ethanol and were refluxed while under stirring at an elevated temperature for one hour. Then water was added to the resultant mixture and 2-azido-4,4,5,5-tetrafluoro-5-bromopentanoate was extracted with ether, whereafter the ether was removed by drying. The residual liquid was vacuum distilled to afford 4.54 g (0.014 mol, yield of 60%) of ethyl 2...